The task is: describe an organic reaction: reactants, conditions, products, and yield. This data is from the Open Reaction Database (ORD), a public repository of structured organic reaction records. Reactants: CCOC(=O)C(Cc1ccc(-c2cccc(CNCC(=O)c3ccccc3)c2)cc1)NC(=O)OC(C)(C)C, CNCc1cccc(-c2ccc(CC(NC(=O)OC(C)(C)C)C(=O)OC)cc2)c1. The product is COC(=O)C(Cc1ccc(-c2cccc(CNCC(=O)c3ccccc3)c2)cc1)NC(=O)OC(C)(C)C. Reaction SMILES: [C:1]([c:2]1[cH:3][cH:4][cH:5][cH:6][cH:7]1)(=[O:8])[CH2:9][NH:10][CH2:11][c:12]1[cH:13][c:14](-[c:18]2[cH:19][cH:20][c:21]([CH2:24][CH:25]([C:26](=[O:27])[O:28][CH2:29][CH3:30])[NH:31][C:32](=[O:33])[O:34][C:35]([CH3:36])([CH3:37])[CH3:38])[cH:22][cH:23]2)[cH:15][cH:16][cH:17]1.[C:39]([O:40][C:41]([NH:42][CH:43]([CH2:44][c:45]1[cH:46][cH:47][c:48](-[c:49]2[cH:50][cH:51][cH:52][c:53]([CH2:54][NH:55][CH3:56])[cH:57]2)[cH:58][cH:59]1)[C:60]([O:61][CH3:62])=[O:63])=[O:64])([CH3:65])([CH3:66])[CH3:67]>>[C:1]([c:2]1[cH:3][cH:4][cH:5][cH:6][cH:7]1)(=[O:8])[CH2:9][NH:10][CH2:11][c:12]1[cH:13][c:14](-[c:18]2[cH:19][cH:20][c:21]([CH2:24][CH:25]([C:26](=[O:27])[O:28][CH3:29])[NH:31][C:32](=[O:33])[O:34][C:35]([CH3:36])([CH3:37])[CH3:38])[cH:22][cH:23]2)[cH:15][cH:16][cH:17]1. Reactants: N1(C=NC2=C1C=CC=C2)C2=C1N=CNC1=NC(=N2)Cl (6-(1H-benzimidazol-1-yl)-2-chloro-9H-purine), NC(CO)CC ((+/−)-2-amino-1-butanol). Solvent: CS(=O)C (DMSO). Reaction conditions: temperature 120 celsius. Product: N1(C=NC2=C1C=CC=C2)C2=C1N=CNC1=NC(=N2)N[C@H](CO)CC ((2S)-2-[[6-(1H-benzimidazol-1-yl)-9H-purin-2-yl]amino]-1-butanol). RXN SMILES: [N:1]1([C:10]2[N:18]=[C:17](Cl)[N:16]=[C:15]3[C:11]=2[N:12]=[CH:13][NH:14]3)[C:5]2[CH:6]=[CH:7][CH:8]=[CH:9][C:4]=2[N:3]=[CH:2]1.[NH2:20][CH:21]([CH2:24][CH3:25])[CH2:22][OH:23]>CS(C)=O>[N:1]1([C:10]2[N:18]=[C:17]([NH:20][C@@H:21]([CH2:24][CH3:25])[CH2:22][OH:23])[N:16]=[C:15]3[C:11]=2[N:12]=[CH:13][NH:14]3)[C:5]2[CH:6]=[CH:7][CH:8]=[CH:9][C:4]=2[N:3]=[CH:2]1. Procedure: 200 mg of product obtained in stage 1 above are mixed with 3 ml of DMSO and 350 μl (5 equivalents) of (+/−)-2-amino-1-butanol, and the mixture is then heated at 120° C. for approximately 2 days. The mixture is allowed to return to ambient temperature. Purification is carried out by chromatography on silica with a CH2Cl2-MeOH—NH4OH: 95-5-0.3 mixture for eluent. 40 mg of expected product are obtained. Reactants: cuprous cyanide, BrC=1C=C(C(=CC1)C)C(=O)OC (methyl 4-bromo-o-toluate), O (water), Cl (hydrochloric acid), ferric chloride, CN(C=O)C (dimethylformamide). Run at time 30 minute. The product is C(#N)C=1C=C(C(=CC1)C)C(=O)OC (Methyl 4-cyano-o-toluate). RXN SMILES: Br[C:2]1[CH:3]=[C:4]([C:9]([O:11][CH3:12])=[O:10])[C:5]([CH3:8])=[CH:6][CH:7]=1.O.Cl.[CH3:15][N:16](C)C=O>>[C:15]([C:2]1[CH:3]=[C:4]([C:9]([O:11][CH3:12])=[O:10])[C:5]([CH3:8])=[CH:6][CH:7]=1)#[N:16]. Reported procedure: 0.5 g of cuprous cyanide was added to 1 g of methyl 4-bromo-o-toluate obtained in Reference example 18 dissolved in 0.7 ml of dimethylformamide and the mixture was refluxed under heating for 6 hours. Then, to the reaction mixture were added 2.6 ml of water, 0.5 ml of conc. hydrochloric acid and 1.75 g of ferric chloride and the mixture was stirred at 60° to 70° C. for 30 minutes. After the reaction mixture was extracted with ethyl acetate, the organic layer was washed with a saturated saline sol...